This data is from the Open Reaction Database (ORD), a public repository of structured organic reaction records. The task is: describe an organic reaction: reactants, conditions, products, and yield Reactants: Cl, Cc1cnc(N)c(Br)c1, N, O. The product is Cc1cnc(Cl)c(Br)c1. Reaction SMILES: [ClH:11].[NH2:1][c:2]1[n:3][cH:4][c:5]([CH3:9])[cH:6][c:7]1[Br:8].[NH3:10].[OH2:12]>>[c:2]1([Cl:11])[n:3][cH:4][c:5]([CH3:9])[cH:6][c:7]1[Br:8]. Reactants: C(C)(C)OC(=O)N1CCC(CC1)SC1=NC=NC(=C1C)Cl (4-(6-chloro-5-methyl-pyrimidin-4-ylsulfanyl)-piperidine-1-carboxylic acid isopropyl ester), FC1=C(C=CC(=C1)S(=O)(=O)C)N (2-fluoro-4-methanesulfonyl-phenylamine), CC(C)([O-])C.[Na+] (sodium tert-butoxide). The reagents and catalysts are C(C)(=O)[O-].[Pd+2].C(C)(=O)[O-] (palladium acetate), C(C)(C)(C)P(C1=C(C=CC=C1)C1=CC=CC=C1)C(C)(C)C (2-(di-t-butylphosphino)biphenyl). Run in O1CCOCC1 (1,4-dioxane). Procedure details: A mixture of 4-(6-chloro-5-methyl-pyrimidin-4-ylsulfanyl)-piperidine-1-carboxylic acid isopropyl ester (1.2234 g, 3.7 mmol), 2-fluoro-4-methanesulfonyl-phenylamine (702 mg, 3.7 mmol), palladium acetate (84.3 mg, 0.37 mmol), 2-(di-t-butylphosphino)biphenyl (11 mg, 0.037 mmol), and sodium tert-butoxide (891.8 mg, 9.28 mmol) in 15 mL 1,4-dioxane was heated in microwave for 2 hours at 120° C. The mixture was purified by HPLC to give Compound E1 as a tanned solid (TFA salt, 601.1 mg, 27%). 1H NMR (Me... Run at temperature 120 celsius. Yield: 33.7%. The product is C(C)(C)OC(=O)N1CCC(CC1)SC1=NC=NC(=C1C)NC1=C(C=C(C=C1)S(=O)(=O)C)F (4-[6-(2-fluoro-4-methanesulfonyl-phenylamino)-5-methyl-pyrimidin-4-ylsulfanyl]-piperidine-1-carboxylic acid isopropyl ester). Reaction SMILES: [CH:1]([O:4][C:5]([N:7]1[CH2:12][CH2:11][CH:10]([S:13][C:14]2[C:19]([CH3:20])=[C:18](Cl)[N:17]=[CH:16][N:15]=2)[CH2:9][CH2:8]1)=[O:6])([CH3:3])[CH3:2].[F:22][C:23]1[CH:28]=[C:27]([S:29]([CH3:32])(=[O:31])=[O:30])[CH:26]=[CH:25][C:24]=1[NH2:33].CC(C)([O-])C.[Na+]>O1CCOCC1.C([O-])(=O)C.[Pd+2].C([O-])(=O)C.C(P(C(C)(C)C)C1C=CC=CC=1C1C=CC=CC=1)(C)(C)C>[CH:1]([O:4][C:5]([N:7]1[CH2:12][CH2:11][CH:10]([S:13][C:14]2[C:19]([CH3:20])=[C:18]([NH:33][C:24]3[CH:25]=[CH:26][C:27]([S:29]([CH3:32])(=[O:31])=[O:30])=[CH:28][C:23]=3[F:22])[N:17]=[CH:16][N:15]=2)[CH2:9][CH2:8]1)=[O:6])([CH3:3])[CH3:2] |f:2.3,5.6.7|. The reactants are OCCCC1(N=CN(C1)C(C1=CC=CC=C1)(C1=CC=CC=C1)C1=CC=CC=C1)CCC(=O)[O-] (4-(3-hydroxy-1-propyl)-3-(1-triphenylmethyl-4--imidazolyl)propionate), C(Cl)Cl (methylene chloride), C1(=CC=CC=C1)N1C(CCCC1)=O (1-phenyl-2-piperidinone), [Li+].CC(C)[N-]C(C)C (LDA), C(CCC)[Li] (n-butyl lithium), S(=O)(=O)(C(F)(F)F)OS(=O)(=O)C(F)(F)F (triflic anhydride), [Li+].CC(C)[N-]C(C)C.C1(=CC=CC=C1)N1C(CCCC1)=O (LDA 1-phenyl-2-piperidinone). Run in C1CCOC1 (THF), C1CCOC1 (THF). Run at time 30 minute. Product: Cl.C1(=CC=CC=C1)C(N1C=NC(=C1)CCCC1C(N(CCC1)C1=CC=CC=C1)=O)(C1=CC=CC=C1)C1=CC=CC=C1 (3-[3-{1-triphenylmethyl-4-imidazolyl}-1-propyl]-1-phenyl-2-piperidinone hydrochloride). RXN SMILES: [C:1]1([N:7]2[CH2:12][CH2:11][CH2:10][CH2:9][C:8]2=[O:13])[CH:6]=[CH:5][CH:4]=[CH:3][CH:2]=1.[Li+].CC([N-]C(C)C)C.O[CH2:23][CH2:24][CH2:25][C:26]1(CCC([O-])=O)[CH2:30][N:29]([C:31]([C:44]2[CH:49]=[CH:48][CH:47]=[CH:46][CH:45]=2)([C:38]2[CH:43]=[CH:42][CH:41]=[CH:40][CH:39]=2)[C:32]2[CH:37]=[CH:36][CH:35]=[CH:34][CH:33]=2)[CH:28]=[N:27]1.C([Li])CCC.S(OS(C(F)(F)F)(=O)=O)(C(F)(F)F)(=O)=O.[Li+].CC([N-]C(C)C)C.C1(N2CCCCC2=O)C=CC=CC=1.C(Cl)[Cl:97]>C1COCC1>[ClH:97].[C:44]1([C:31]([C:32]2[CH:33]=[CH:34][CH:35]=[CH:36][CH:37]=2)([C:38]2[CH:39]=[CH:40][CH:41]=[CH:42][CH:43]=2)[N:29]2[CH:30]=[C:26]([CH2:25][CH2:24][CH2:23][CH:9]3[CH2:10][CH2:11][CH2:12][N:7]([C:1]4[CH:2]=[CH:3][CH:4]=[CH:5][CH:6]=4)[C:8]3=[O:13])[N:27]=[CH:28]2)[CH:49]=[CH:48][CH:47]=[CH:46][CH:45]=1 |f:1.2,6.7.8,11.12|. Reported procedure: A solution of 1-phenyl-2-piperidinone from Step F in THF is added to a solution of one equivalent of LDA in THF at -78° C., and stirred for 30 min. A solution of 4-(3-hydroxy-1-propyl)-3-(1-triphenylmethyl-4--imidazolyl)propionate in methylene chloride is cooled to -78° C. under nitrogen. One equivalent of n-butyl lithium followed by one equivalent of triflic anhydride is added, the reaction stirred for 10 min, then added to the LDA/1-phenyl-2-piperidinone solution. The reaction is warmed to roo...